The task is: describe an organic reaction: reactants, conditions, products, and yield. This data is from the Open Reaction Database (ORD), a public repository of structured organic reaction records. The reactants are C1=CC=C2C(=C1)C(=O)C(C2=O)(O)O (ninhydrin), Cl.BrC1=CC=C(C=C1)NC(NN)=O (4-(4-bromophenyl)-semicarbazide hydrochloride). Product: BrC1=CC=C(C=C1)NC(NN=C1C(C2=CC=CC=C2C1=O)=O)=O (2-[4-(4-bromophenyl)-semicarbazono]indan-1,3-dione). RXN SMILES: [CH:1]1[CH:6]=[C:5]2[C:7]([C:9](O)(O)[C:10](=[O:11])[C:4]2=[CH:3][CH:2]=1)=[O:8].Cl.[Br:15][C:16]1[CH:21]=[CH:20][C:19]([NH:22][C:23](=[O:26])[NH:24][NH2:25])=[CH:18][CH:17]=1>>[Br:15][C:16]1[CH:17]=[CH:18][C:19]([NH:22][C:23](=[O:26])[NH:24][N:25]=[C:9]2[C:10](=[O:11])[C:4]3[C:5](=[CH:6][CH:1]=[CH:2][CH:3]=3)[C:7]2=[O:8])=[CH:20][CH:21]=1 |f:1.2|. Procedure: ninhydrin, 4-(4-bromophenyl)-semicarbazide hydrochloride The reactants are O=C([O-])O, CC(=O)OCc1cccc(Cl)n1, Cl, [Na+]. Yields the product OCc1cccc(Cl)n1. RXN SMILES: [C:13](=[O:14])([OH:15])[O-:16].[C:1](=[O:2])([CH3:3])[O:4][CH2:5][c:6]1[n:7][c:8]([Cl:12])[cH:9][cH:10][cH:11]1.[ClH:18].[Na+:17]>>[OH:4][CH2:5][c:6]1[n:7][c:8]([Cl:12])[cH:9][cH:10][cH:11]1. Reactants: CC(=O)O, NNc1ccccc1, O, O=S(=O)(O)O, C=Cc1ccccc1. Yields the product c1ccc(C2CCNN2c2ccccc2)cc1. RXN SMILES: [CH3:14][C:15](=[O:16])[OH:17].[NH2:1][NH:2][c:3]1[cH:4][cH:5][cH:6][cH:7][cH:8]1.[OH2:26].[S:9](=[O:10])(=[O:11])([OH:12])[OH:13].[c:18]1([CH:24]=[CH2:25])[cH:19][cH:20][cH:21][cH:22][cH:23]1>>[NH:1]1[N:2]([c:3]2[cH:4][cH:5][cH:6][cH:7][cH:8]2)[CH:24]([c:18]2[cH:19][cH:20][cH:21][cH:22][cH:23]2)[CH2:25][CH2:14]1. Product: C(C)(C)(C)C=1C=C(N(N1)C1=CC=C(C=C1)C)NC(=O)NC1=CC=C(C2=CC=CC=C12)OC1=NC(=NC=C1)NCC1CC1 (1-(5-tert-butyl-2-p-tolyl-2H-pyrazol-3-yl)-3-{4-[2-(cyclopropylmethyl-amino)-pyrimidin-4-yloxy]-naphthalen-1-yl}-urea). Starting materials: solution, C(=O)(O)[O-].[Na+] (NaHCO3), NC=1N(N=C(C1)C(C)(C)C)C1=CC=C(C=C1)C (3-Amino-5-tert-butyl-2-(p-tolyl)-2H-pyrazole), C(=O)(Cl)Cl (phosgene), [N-]=C=O (isocyanate), C(C)(C)(C)C=1C=C(N(N1)C)NC(=O)NC1=CC=C(C2=CC=CC=C12)OC1=NC(=NC=C1)NCC1CC1 (1-(5-tert-butyl-2-methyl-2H-pyrazol-3-yl)-3-{4-[2-(cyclopropylmethyl-amino)-pyrimidin-4-yloxy]-naphthalen-1-yl}-urea). Conditions: temperature 0 celsius. Reported procedure: 3-Amino-5-tert-butyl-2-(p-tolyl)-2H-pyrazole (2.39 g, 9.00 mmol, 1 equiv.) was dissolved in 35 mL methylene chloride and 35 mL saturated aqueous NaHCO3 was added. The biphasic mixture was stirred until all solids had completely dissolved and was then cooled to 0° C. The organic layer was then treated with phosgene in one portion via syringe while not stirring (15.8 mL of a 20% solution toluene, 31.5 mmol, 3.5 equiv.). The resulting mixture was stirred vigorously at 0° C. for 1 h. The organic lay... RXN SMILES: [NH2:1][C:2]1[N:3]([C:11]2[CH:16]=[CH:15][C:14]([CH3:17])=[CH:13][CH:12]=2)[N:4]=[C:5]([C:7]([CH3:10])([CH3:9])[CH3:8])[CH:6]=1.C([O-])(O)=O.[Na+].C(Cl)(Cl)=O.[N-]=C=O.C(C1C=C(N[C:41]([NH:43][C:44]2[C:53]3[C:48](=[CH:49][CH:50]=[CH:51][CH:52]=3)[C:47]([O:54][C:55]3[CH:60]=[CH:59][N:58]=[C:57]([NH:61][CH2:62][CH:63]4[CH2:65][CH2:64]4)[N:56]=3)=[CH:46][CH:45]=2)=[O:42])N(C)N=1)(C)(C)C>C(Cl)Cl.C1(C)C=CC=CC=1.C1COCC1>[C:7]([C:5]1[CH:6]=[C:2]([NH:1][C:41]([NH:43][C:44]2[C:53]3[C:48](=[CH:49][CH:50]=[CH:51][CH:52]=3)[C:47]([O:54][C:55]3[CH:60]=[CH:59][N:58]=[C:57]([NH:61][CH2:62][CH:63]4[CH2:65][CH2:64]4)[N:56]=3)=[CH:46][CH:45]=2)=[O:42])[N:3]([C:11]2[CH:12]=[CH:13][C:14]([CH3:17])=[CH:15][CH:16]=2)[N:4]=1)([CH3:10])([CH3:9])[CH3:8] |f:1.2|. Solvent: C1(=CC=CC=C1)C (toluene), C(Cl)Cl (methylene chloride), C1(=CC=CC=C1)C (toluene), C1CCOC1 (THF). Yield: 37.6%. Reactants: C(#N)C1=CC=C(C=C1)CCC1CCC(CC1)=O (4-[2-(p-cyanophenyl)ethyl]cyclohexanone), CCCCCC (hexane), [Cl-].COC[P+](C1=CC=CC=C1)(C1=CC=CC=C1)C1=CC=CC=C1 (methoxymethyl-triphenylphosphonium chloride), potassium t-butylate, CCCCCC.C(Cl)Cl (hexane methylene chloride). Run in O1CCCC1 (tetrahydrofuran), COC(C)(C)C (t-butyl methyl ether), C(Cl)Cl (methylene chloride). Reaction conditions: temperature 0 celsius, time 30 minute. Product: COC=C1CCC(CC1)CCC1=CC=C(C#N)C=C1 (p-[2-(4-methoxymethylenecyclohexyl)ethyl]benzonitrile). Yield: 74.5%. Reaction SMILES: [Cl-].[CH3:2][O:3][CH2:4][P+](C1C=CC=CC=1)(C1C=CC=CC=1)C1C=CC=CC=1.[C:24]([C:26]1[CH:31]=[CH:30][C:29]([CH2:32][CH2:33][CH:34]2[CH2:39][CH2:38][C:37](=O)[CH2:36][CH2:35]2)=[CH:28][CH:27]=1)#[N:25].CCCCCC.CCCCCC.C(Cl)Cl>COC(C)(C)C.O1CCCC1.C(Cl)Cl>[CH3:2][O:3][CH:4]=[C:37]1[CH2:38][CH2:39][CH:34]([CH2:33][CH2:32][C:29]2[CH:30]=[CH:31][C:26]([C:24]#[N:25])=[CH:27][CH:28]=2)[CH2:35][CH2:36]1 |f:0.1,4.5|. Procedure: A suspension of 54.4 g of methoxymethyl-triphenylphosphonium chloride in 315 ml of t-butyl methyl ether was treated with 18.8 g of potassium t-butylate while gassing with argon at -10° C. and the orange suspension was stirred for a further 30 minutes at 0° C. The mixture was subsequently treated dropwise within 30 minutes at 0° C. with a solution of 25.1 g of 4-[2-(p-cyanophenyl)ethyl]cyclohexanone in 260 ml of tetrahydrofuran and the mixture was stirred for a further 3 hours at room temperature... RXN SMILES: [CH3:11][NH:12][C:13]([CH:14]1[CH:15]([N:27]=[N+:28]=[N-:29])[CH:16]([O:23][C:24]([CH3:25])=[O:26])[CH:17]([O:18][C:19](=[O:20])[CH3:21])[O:22]1)=[O:30].[CH3:31][SiH:32]([CH3:33])[N:34]([CH3:35])[Si:36]([CH3:37])([CH3:38])[CH3:39].[Cl:1][c:2]1[c:3]2[nH:4][cH:5][n:6][c:7]2[n:8][cH:9][n:10]1.[Cl:40][CH:41]([Cl:42])[CH3:43]>>[Cl:1][c:2]1[c:3]2[n:4][cH:5][n:6]([CH:17]3[CH:16]([O:23][C:24]([CH3:25])=[O:26])[CH:15]([N:27]=[N+:28]=[N-:29])[CH:14]([C:13]([NH:12][CH3:11])=[O:30])[O:22]3)[c:7]2[n:8][cH:9][n:10]1. Product: CNC(=O)C1OC(n2cnc3c(Cl)ncnc32)C(OC(C)=O)C1N=[N+]=[N-]. The reactants are CNC(=O)C1OC(OC(C)=O)C(OC(C)=O)C1N=[N+]=[N-], CN([SiH](C)C)[Si](C)(C)C, Clc1ncnc2nc[nH]c12, CC(Cl)Cl. The product is C(CCC)[N+](CCCC)(CCCC)CCCC.S(=O)(=O)(C1=CC=C(C)C=C1)NN=CC1=CC=CC=C1 (Benzaldehyde tosyl hydrazone tetrabutylammonium salt). Reported procedure: This compound was prepared according to the above method using benzaldehyde tosyl hydrazone (10.9 mmol) and a commercially available 1M solution of tetrabutylammonium hydroxide in methanol. The salt was isolated as an off-white solid. The compound appeared somewhat unstable at room temperature and was thus stored at −20° C., umax (KBr disc)/cm−1 2961, 1248, 1129, 1073, 1044; dH 0.89 (12H,t, J 7.5), 1.25-1.57 (16H,m), 2.28 (3H,s), 3.10-3.19 (8H,m), 6.95-7.35 (6H,m), 7.46 (2H,d, J 8.8), 7.82 (2H,d... The reactants are S(=O)(=O)(C1=CC=C(C)C=C1)NN=CC1=CC=CC=C1 (benzaldehyde tosyl hydrazone), ( d ), ( q ), ( s ), ( d ), ( t ), ( d ), ( t ), ( q ), solution, ( d ), ( s ), [K+].[Br-] (KBr), ( d ), ( d ), ( s ), [OH-].C(CCC)[N+](CCCC)(CCCC)CCCC (tetrabutylammonium hydroxide), ( t ). RXN SMILES: [S:1]([NH:11][N:12]=[CH:13][C:14]1[CH:19]=[CH:18][CH:17]=[CH:16][CH:15]=1)([C:4]1[CH:10]=[CH:9][C:7]([CH3:8])=[CH:6][CH:5]=1)(=[O:3])=[O:2].[OH-].[CH2:21]([N+:25]([CH2:34][CH2:35][CH2:36][CH3:37])([CH2:30][CH2:31][CH2:32][CH3:33])[CH2:26][CH2:27][CH2:28][CH3:29])[CH2:22][CH2:23][CH3:24].[K+].[Br-]>CO>[CH2:34]([N+:25]([CH2:21][CH2:22][CH2:23][CH3:24])([CH2:26][CH2:27][CH2:28][CH3:29])[CH2:30][CH2:31][CH2:32][CH3:33])[CH2:35][CH2:36][CH3:37].[S:1]([NH:11][N:12]=[CH:13][C:14]1[CH:15]=[CH:16][CH:17]=[CH:18][CH:19]=1)([C:4]1[CH:5]=[CH:6][C:7]([CH3:8])=[CH:9][CH:10]=1)(=[O:2])=[O:3] |f:1.2,3.4,6.7|. The solvent is CO (methanol).